This data is from the Open Reaction Database (ORD), a public repository of structured organic reaction records. The task is: describe an organic reaction: reactants, conditions, products, and yield The reactants are CO[C@]1(O[C@@H]2CCC\C=C/CCCCC(O[C@@H](C1)C2)=O)[C@H]2N(C(SC2)=O)CC2=CC=C(C=C2)OC ((R)-4-((1R,13R,15R,Z)-15-methoxy-3-oxo-2,14-dioxa-bicyclo[11.3.1]heptadec-8-en-15-yl)-3-(4-methoxybenzyl)thiazolidin-2-one), CO[C@]1(O[C@@H]2CCCC=CCC\C(=C/C(O[C@@H](C1)C2)=O)\C)[C@H]2N(C(SC2)=O)CC2=CC=C(C=C2)OC ((R)-4-((1R,4Z,13R,15R)-15-methoxy-5-methyl-3-oxo-2,14-dioxa-bicyclo[11.3.1]heptadeca-4,8-dien-15-yl)-3-(4-methoxybenzyl)thiazolidin-2-one). Yields the product CO[C@]1(O[C@@H]2CCCCCCCCCC(O[C@@H](C1)C2)=O)[C@H]2N(C(SC2)=O)CC2=CC=C(C=C2)OC ((R)-4-((1R,13R,15R)-15-Methoxy-3-oxo-2,14-dioxa-bicyclo[11.3.1]heptadecan-15-yl)-3-(4-methoxybenzyl)thiazolidin-2-one). RXN SMILES: [CH3:1][O:2][C@:3]1([C@@H:21]2[CH2:25][S:24][C:23](=[O:26])[N:22]2[CH2:27][C:28]2[CH:33]=[CH:32][C:31]([O:34][CH3:35])=[CH:30][CH:29]=2)[CH2:18][C@H:17]2[CH2:19][C@@H:5]([CH2:6][CH2:7][CH2:8][CH:9]=[CH:10][CH2:11][CH2:12][CH2:13][CH2:14][C:15](=[O:20])[O:16]2)[O:4]1.CO[C@]1([C@@H]2CSC(=O)N2CC2C=CC(OC)=CC=2)C[C@H]2C[C@@H](CCCC=CCCC(C)=CC(=O)O2)O1>>[CH3:1][O:2][C@:3]1([C@@H:21]2[CH2:25][S:24][C:23](=[O:26])[N:22]2[CH2:27][C:28]2[CH:29]=[CH:30][C:31]([O:34][CH3:35])=[CH:32][CH:33]=2)[CH2:18][C@H:17]2[CH2:19][C@@H:5]([CH2:6][CH2:7][CH2:8][CH2:9][CH2:10][CH2:11][CH2:12][CH2:13][CH2:14][C:15](=[O:20])[O:16]2)[O:4]1. Reported procedure: Application of the method shown in Example 41, with the modification that (R)-4-((1R,13R,15R,Z)-15-methoxy-3-oxo-2,14-dioxa-bicyclo[11.3.1]heptadec-8-en-15-yl)-3-(4-methoxybenzyl)thiazolidin-2-one was substituted for (R)-4-((1R,4Z,13R,15R)-15-methoxy-5-methyl-3-oxo-2,14-dioxa-bicyclo[11.3.1]heptadeca-4,8-dien-15-yl)-3-(4-methoxybenzyl)thiazolidin-2-one, afforded the title compound. Starting materials: CO, [K+], [K+], O=C([O-])[O-], O, CCOC(=O)c1cc2ncccc2[nH]1. The product is COC(=O)c1cc2ncccc2[nH]1. Reaction SMILES: [CH3:21][OH:22].[K+:15].[K+:16].[O-:17][C:18]([O-:19])=[O:20].[OH2:23].[nH:1]1[c:2]([C:10](=[O:11])[O:12][CH2:13][CH3:14])[cH:3][c:4]2[n:5][cH:6][cH:7][cH:8][c:9]12>>[nH:1]1[c:2]([C:10](=[O:11])[O:12][CH3:13])[cH:3][c:4]2[n:5][cH:6][cH:7][cH:8][c:9]12.